Dataset: the Open Reaction Database (ORD), a public repository of structured organic reaction records. Task: describe an organic reaction: reactants, conditions, products, and yield Starting materials: [BH4-], CO, [Na+], O=C(c1ccccc1)c1nc(-c2ccncc2)cs1. The product is OC(c1ccccc1)c1nc(-c2ccncc2)cs1. As a reaction SMILES: [BH4-:20].[CH3:22][OH:23].[Na+:21].[c:1]1([C:7](=[O:8])[c:9]2[s:10][cH:11][c:12](-[c:14]3[cH:15][cH:16][n:17][cH:18][cH:19]3)[n:13]2)[cH:2][cH:3][cH:4][cH:5][cH:6]1>>[c:1]1([CH:7]([OH:8])[c:9]2[s:10][cH:11][c:12](-[c:14]3[cH:15][cH:16][n:17][cH:18][cH:19]3)[n:13]2)[cH:2][cH:3][cH:4][cH:5][cH:6]1. Reactants: Fc1cc(Br)ccc1I, C#Cc1ccc(CCCCC)cc1, CCNCC, Cl, [Cu]I. Yields the product CCCCCc1ccc(C#Cc2ccc(Br)cc2F)cc1. Reaction SMILES: [Br:1][c:2]1[cH:3][c:4]([F:9])[c:5]([I:8])[cH:6][cH:7]1.[CH2:10]([CH2:11][CH2:12][CH2:13][CH3:14])[c:15]1[cH:16][cH:17][c:18]([C:21]#[CH:22])[cH:19][cH:20]1.[CH2:24]([NH:25][CH2:26][CH3:27])[CH3:28].[ClH:23].[Cu:29][I:30]>>[Br:1][c:2]1[cH:3][c:4]([F:9])[c:5]([C:22]#[C:21][c:18]2[cH:17][cH:16][c:15]([CH2:10][CH2:11][CH2:12][CH2:13][CH3:14])[cH:20][cH:19]2)[cH:6][cH:7]1. Reactants: COC(=O)C1=NC=C(N=C1)C=1N=C(OC1SC1=NC=C(C=C1)Cl)C1=CC=C(C=C1)F (Methyl-5-[5-[(5-chloropyridin-2-yl)thio]-2-(4-fluorophenyl)-1,3-oxazol-4-yl]pyrazine-2-carboxylate), C[Mg]Br (methylmagnesium bromide). Solvent: [NH4+].[Cl-] (NH4Cl), C1CCOC1 (THF). The product is ClC1=CC=C(C=C1)SC1=C(N=C(O1)C1=CC=C(C=C1)F)C1=NC=C(N=C1)C (2-[5-[(4-Chlorophenyl)thio]-2-(4-fluorophenyl)-1,3-oxazol-4-yl]-5-methylpyrazine). The yield is 31.7%. As a reaction SMILES: CO[C:3]([C:5]1[CH:10]=[N:9][C:8]([C:11]2[N:12]=[C:13]([C:24]3[CH:29]=[CH:28][C:27]([F:30])=[CH:26][CH:25]=3)[O:14][C:15]=2[S:16][C:17]2[CH:22]=[CH:21][C:20]([Cl:23])=[CH:19]N=2)=[CH:7][N:6]=1)=O.[CH3:31][Mg]Br>C1COCC1.[NH4+].[Cl-]>[Cl:23][C:20]1[CH:21]=[CH:22][C:17]([S:16][C:15]2[O:14][C:13]([C:24]3[CH:29]=[CH:28][C:27]([F:30])=[CH:26][CH:25]=3)=[N:12][C:11]=2[C:8]2[CH:7]=[N:6][C:5]([CH3:3])=[CH:10][N:9]=2)=[CH:31][CH:19]=1 |f:3.4|. Procedure details: A solution of methyl-5-[5-[(4-chlorophenyl)thio]-2-(4-fluorophenyl)-1,3-oxazol-4-yl]pyrazine-2-carboxylate (Example 1) (24 mg, 0.05 mmol) in THF (5 mL) was treated with methylmagnesium bromide (0.2 mL, 0.5 mmol, 3.0 M in THF) at rt. Upon completion of the reaction as judged by TLC analysis, the solution was diluted with saturated aq NH4Cl solution and extracted with EtOAc. The organic layer was removed, dried over MgSO4, filtered and concentrated giving rise to an oil. The oil was purified on si... Starting materials: CC(C)c1nc2cc(C#N)ccc2n1-c1ccc(OC(F)(F)F)cc1, [Na+], C1COCCO1, [OH-], O. The product is CC(C)c1nc2cc(C(=O)O)ccc2n1-c1ccc(OC(F)(F)F)cc1. RXN SMILES: [CH:1]([CH3:2])([CH3:3])[c:4]1[n:5][c:6]2[c:7]([n:8]1-[c:9]1[cH:10][cH:11][c:12]([O:15][C:16]([F:17])([F:18])[F:19])[cH:13][cH:14]1)[cH:20][cH:21][c:22]([C:24]#[N:25])[cH:23]2.[Na+:27].[O:29]1[CH2:30][CH2:31][O:32][CH2:33][CH2:34]1.[OH-:26].[OH2:28]>>[CH:1]([CH3:2])([CH3:3])[c:4]1[n:5][c:6]2[c:7]([n:8]1-[c:9]1[cH:10][cH:11][c:12]([O:15][C:16]([F:17])([F:18])[F:19])[cH:13][cH:14]1)[cH:20][cH:21][c:22]([C:24](=[O:26])[OH:28])[cH:23]2. The reactants are Cl (hydrochloric acid), NCC1(CC(CC2=C(C(=CC=C12)OC)OC)C1=CC=CC=C1)O (1-Aminomethyl-5,6-dimethoxy-1-hydroxy-3-phenyl-1,2,3,4-tetrahydronaphthalene). Run in C(C)(C)O (isopropyl alcohol). The product is Cl.NCC1=CC(CC2=C(C(=CC=C12)OC)OC)C1=CC=CC=C1 (1-aminomethyl-5,6-dimethoxy-3-phenyl-3,4-dihydronaphthalene hydrochloride). The yield is 98.0%. Reaction SMILES: [NH2:1][CH2:2][C:3]1(O)[C:12]2[C:7](=[C:8]([O:15][CH3:16])[C:9]([O:13][CH3:14])=[CH:10][CH:11]=2)[CH2:6][CH:5]([C:17]2[CH:22]=[CH:21][CH:20]=[CH:19][CH:18]=2)[CH2:4]1.[ClH:24]>C(O)(C)C>[ClH:24].[NH2:1][CH2:2][C:3]1[C:12]2[C:7](=[C:8]([O:15][CH3:16])[C:9]([O:13][CH3:14])=[CH:10][CH:11]=2)[CH2:6][CH:5]([C:17]2[CH:18]=[CH:19][CH:20]=[CH:21][CH:22]=2)[CH:4]=1 |f:3.4|. Procedure: 1-Aminomethyl-5,6-dimethoxy-1-hydroxy-3-phenyl-1,2,3,4-tetrahydronaphthalene (11.5 g, 37 mmol), from Step 1, was heated at reflux temperature in 300 mL of isopropyl alcohol saturated with hydrochloric acid for 2 h. The resultant solution was concentrated and the solid residue was triturated with hot toluene to give 10.6 g (98% yield) of 1-aminomethyl-5,6-dimethoxy-3-phenyl-3,4-dihydronaphthalene hydrochloride, m.p. 189.5-190° C.; 1H NMR (d6 -DMSO) δ: 2.78 (dd, 1H), 3.11 (dd, 1H), 3.2-3.4 (m, 2H+...